This data is from the Open Reaction Database (ORD), a public repository of structured organic reaction records. The task is: describe an organic reaction: reactants, conditions, products, and yield Starting materials: N1CCCC1 (pyrrolidine), C(C)N(C1=NN2C(C=CC(=C2)NC(=O)C2=C(C=NN2C)C(=O)O)=N1)CC (5-(2-diethylamino-[1,2,4]triazolo[1,5-a]pyridin-6-ylcarbamoyl)-1-methyl-1H-pyrazole-4-carboxylic acid), solid. Yields the product C(C)N(C1=NN2C(C=CC(=C2)NC(=O)C=2N(N=CC2C(=O)C2CCNC2)C)=N1)CC (2-Methyl-4-(pyrrolidine-4-carbonyl)-2H-pyrazole-3-carboxylic acid (2-diethylamino-[1,2,4]triazolo [1,5-a]pyridin-6-yl)-amide). Reaction SMILES: [NH:1]1[CH2:5][CH2:4][CH2:3][CH2:2]1.[CH2:6]([N:8]([CH2:30][CH3:31])[C:9]1[N:29]=[C:12]2[CH:13]=[CH:14][C:15]([NH:17][C:18]([C:20]3[N:24]([CH3:25])[N:23]=[CH:22][C:21]=3[C:26](O)=[O:27])=[O:19])=[CH:16][N:11]2[N:10]=1)[CH3:7]>>[CH2:30]([N:8]([CH2:6][CH3:7])[C:9]1[N:29]=[C:12]2[CH:13]=[CH:14][C:15]([NH:17][C:18]([C:20]3[N:24]([CH3:25])[N:23]=[CH:22][C:21]=3[C:26]([CH:4]3[CH2:5][NH:1][CH2:2][CH2:3]3)=[O:27])=[O:19])=[CH:16][N:11]2[N:10]=1)[CH3:31]. Reported procedure: Using pyrrolidine and 5-(2-diethylamino-[1,2,4]triazolo[1,5-a]pyridin-6-ylcarbamoyl)-1-methyl-1H-pyrazole-4-carboxylic acid, the title compound was prepared in the same manner as described for example 2. White solid (60 mg, 75%). MS: m/z=411 (M+H+). Starting materials: CC(=O)Nc1ccc(C)c(Br)c1, CCOC(=O)C(=O)OCC, C1CCOC1, [Li]CCCC, CCCCC. Yields the product CCOC(=O)C(=O)c1cc(NC(C)=O)ccc1C. Reaction SMILES: [C:1]([CH3:2])(=[O:3])[NH:4][c:5]1[cH:6][c:7]([Br:12])[c:8]([CH3:11])[cH:9][cH:10]1.[C:23]([C:24](=[O:25])[O:26][CH2:27][CH3:28])(=[O:29])[O:30][CH2:31][CH3:32].[CH2:33]1[O:34][CH2:35][CH2:36][CH2:37]1.[CH3:13][CH2:14][CH2:15][CH2:16][Li:17].[CH3:18][CH2:19][CH2:20][CH2:21][CH3:22]>>[C:1]([CH3:2])(=[O:3])[NH:4][c:5]1[cH:6][c:7]([C:23]([C:24](=[O:25])[O:26][CH2:27][CH3:28])=[O:29])[c:8]([CH3:11])[cH:9][cH:10]1.